From a dataset of the Open Reaction Database (ORD), a public repository of structured organic reaction records. describe an organic reaction: reactants, conditions, products, and yield Reactants: C(C)OC(CSC1=CC(=C(C=C1)Cl)C)OCC ((3-methyl-4-chlorophenylthio)acetaldehyde diethyl acetal), polyphosphoric acid, mixture, CC1=C(C=CC=2SC=CC21)Cl (4-methyl-5-chlorobenzo[b]thiophene). Yields the product ClC1=CC2=C(SC=C2)C=C1C (5-Chloro-6-methylbenzo [b] thiophene). Reaction SMILES: C(O[CH:4](OCC)[CH2:5][S:6][C:7]1[CH:12]=[CH:11][C:10]([Cl:13])=[C:9]([CH3:14])[CH:8]=1)C.CC1C2C=CSC=2C=CC=1Cl>>[Cl:13][C:10]1[C:9]([CH3:14])=[CH:8][C:7]2[S:6][CH:5]=[CH:4][C:12]=2[CH:11]=1. Procedure details: The title compound was prepared by adding (3-methyl-4-chlorophenylthio)acetaldehyde diethyl acetal to polyphosphoric acid under reduced pressure (1.5 mm Hg).* This gave 1.8 g of a mixture of the title compound (D27) and 4-methyl-5-chlorobenzo[b]thiophene in a 60:40 ratio. Reactants: C(CO)O (Ethylene glycol), C1(=CC=C(C=C1)S(=O)(=O)O)C (p-toluenesulfonic acid), BrC=1SC(=CC1C)C=O (2-brom-3-methyl-5-formylthiophene). Run in C1(=CC=CC=C1)C (toluene). Yields the product BrC1=C(C=C(S1)C1OCCO1)C (2-(5-bromo-4-methyl-thiophen-2-yl)-[1,3]dioxolane). As a reaction SMILES: [CH2:1]([OH:4])[CH2:2][OH:3].C1(C)C=CC(S(O)(=O)=O)=CC=1.[Br:16][C:17]1[S:18][C:19]([CH:23]=O)=[CH:20][C:21]=1[CH3:22]>C1(C)C=CC=CC=1>[Br:16][C:17]1[S:18][C:19]([CH:23]2[O:4][CH2:1][CH2:2][O:3]2)=[CH:20][C:21]=1[CH3:22]. Procedure: Ethylene glycol (2.18 ml) and p-toluenesulfonic acid (0.74 g) is added to a solution of 2-brom-3-methyl-5-formylthiophene (4.0 g) in toluene (98 ml) in a Dean-Stark apparatus. After 18 hours at reflux, the reaction is quenched with water. The organic phase is separated and the aqueous phase is extracted three times with ethyl acetate. The combined organic phases are dried over Na2SO4 and concentrated in vacuo. The crude product is purified on a semi-preparative HPLC to yield 2-(5-bromo-4-methyl-... Procedure details: Following general procedure GP-E1, (4-(3,4-difluoro-2-(trifluoromethyl)phenyl)piperidin-1-yl)(4,5,6,7-tetrahydro-1H-pyrazolo[3,4-c]pyridin-3-yl)methanone TFA salt (34) and methyl carbonochloridate were converted to 3-(4-(3,4-difluoro-2-(trifluoromethyl)phenyl)piperidine-1-carbonyl)-1,4,5,7-tetrahydro-6Hpyrazolo[3,4-c]pyridine-6-carboxylate as a light orange solid (30 mg, 60%): mp 238-240° C.; 1H NMR (500 MHz, DMSO-d6) δ 13.13 (br s, 0.25H), 12.86 (br s, 0.75H), 7.78-7.70 (m, 1H), 7.51-7.48 (m, 1... The product is FC=1C(=C(C=CC1F)C1CCN(CC1)C(=O)C1=NNC=2CN(CCC21)C(=O)OC)C(F)(F)F (Methyl 3-(4-(3,4-difluoro-2-(trifluoromethyl)phenyl)piperidine-1-carbonyl)-1,4,5,7-tetrahydro-6H-pyrazolo[3,4-c]pyridine-6-carboxylate). Starting materials: FC(C(=O)O)(F)F.FC=1C(=C(C=CC1F)C1CCN(CC1)C(=O)C1=NNC=2CNCCC21)C(F)(F)F ((4-(3,4-Difluoro-2-(trifluoromethyl)phenyl)piperidin-1-yl)(4,5,6,7-tetrahydro-1H-pyrazolo[3,4-c]pyridin-3-yl)methanone Trifluoroacetic Acid Salt), C(OC)(=O)Cl (methyl carbonochloridate), FC=1C(=C(C=CC1F)C1CCN(CC1)C(=O)C1=NNC=2CN(CCC21)C(=O)[O-])C(F)(F)F (3-(4-(3,4-difluoro-2-(trifluoromethyl)phenyl)piperidine-1-carbonyl)-1,4,5,7-tetrahydro-6Hpyrazolo[3,4-c]pyridine-6-carboxylate). RXN SMILES: FC(F)(F)C(O)=O.[F:8][C:9]1[C:10]([C:33]([F:36])([F:35])[F:34])=[C:11]([CH:16]2[CH2:21][CH2:20][N:19]([C:22]([C:24]3[C:32]4[CH2:31][CH2:30][NH:29][CH2:28][C:27]=4[NH:26][N:25]=3)=[O:23])[CH2:18][CH2:17]2)[CH:12]=[CH:13][C:14]=1[F:15].[C:37](Cl)(=[O:40])[O:38][CH3:39].FC1C(C(F)(F)F)=C(C2CCN(C(C3C4CCN(C([O-])=O)CC=4NN=3)=O)CC2)C=CC=1F>>[F:8][C:9]1[C:10]([C:33]([F:34])([F:35])[F:36])=[C:11]([CH:16]2[CH2:17][CH2:18][N:19]([C:22]([C:24]3[C:32]4[CH2:31][CH2:30][N:29]([C:37]([O:38][CH3:39])=[O:40])[CH2:28][C:27]=4[NH:26][N:25]=3)=[O:23])[CH2:20][CH2:21]2)[CH:12]=[CH:13][C:14]=1[F:15] |f:0.1|. Starting materials: CO, N#CCCn1[nH]c(=O)c2cc([N+](=O)[O-])ccc21. Yields the product N#CCCn1[nH]c(=O)c2cc(N)ccc21. Reaction SMILES: [CH3:18][OH:19].[N+:1]([O-:2])(=[O:3])[c:4]1[cH:5][c:6]2[c:7](=[O:17])[nH:8][n:9]([CH2:13][CH2:14][C:15]#[N:16])[c:10]2[cH:11][cH:12]1>>[NH2:1][c:4]1[cH:5][c:6]2[c:7](=[O:17])[nH:8][n:9]([CH2:13][CH2:14][C:15]#[N:16])[c:10]2[cH:11][cH:12]1. Reactants: ClC1=C(C=CC(=C1)C1=NOC(C1)(C(F)(F)F)C1=CC(=C(C(=C1)Cl)Cl)Cl)CN1C(C=2C(C1=O)=CC=CC2)=O (N-[[2-chloro-4-[5-(3,4,5-trichlorophenyl)-5-trifluoromethyl-4,5-dihydroisoxazole-3-yl]phenyl]methyl]phthalimide), C(Cl)(Cl)Cl (chloroform), resultant mixture. Solvent: C(C)O (ethanol), O.NN (hydrazine monohydrate). Product: NCC1=C(C=C(C=C1)C1=NOC(C1)(C(F)(F)F)C1=CC(=C(C(=C1)Cl)Cl)Cl)Cl (3-(4-aminomethyl-3-chlorophenyl)-5-(3,4,5-trichlorophenyl)-5-trifluoromethyl-4,5-dihydroisoxazole). RXN SMILES: [Cl:1][C:2]1[CH:7]=[C:6]([C:8]2[CH2:12][C:11]([C:17]3[CH:22]=[C:21]([Cl:23])[C:20]([Cl:24])=[C:19]([Cl:25])[CH:18]=3)([C:13]([F:16])([F:15])[F:14])[O:10][N:9]=2)[CH:5]=[CH:4][C:3]=1[CH2:26][N:27]1C(=O)C2=CC=CC=C2C1=O.C(Cl)(Cl)Cl>C(O)C.O.NN>[NH2:27][CH2:26][C:3]1[CH:4]=[CH:5][C:6]([C:8]2[CH2:12][C:11]([C:17]3[CH:22]=[C:21]([Cl:23])[C:20]([Cl:24])=[C:19]([Cl:25])[CH:18]=3)([C:13]([F:16])([F:15])[F:14])[O:10][N:9]=2)=[CH:7][C:2]=1[Cl:1] |f:3.4|. Procedure details: To a solution of 3.0 g of N-[[2-chloro-4-[5-(3,4,5-trichlorophenyl)-5-trifluoromethyl-4,5-dihydroisoxazole-3-yl]phenyl]methyl]phthalimide in 70 mL of ethanol, 1.0 mL of 80% hydrazine monohydrate was added and the resultant mixture was stirred while heating the mixture to reflux for 1 hour. After the completion of the reaction, the reaction mixture was left to be cooled down to room temperature and 100 mL of chloroform was added to the reaction mixture to filter off an insoluble substance, follow... Starting materials: FC1=C(N)C=C(C(=C1)C)OC(=O)OC (2-Fluoro-5-methoxycarbonyloxy-4-methylaniline), Cl.C(C1=CC=CC=C1)OC1=CC=C2C(=NC=NC2=C1)Cl (7-benzyloxy-4-chloroquinazoline hydrochloride). Solvent: CC(CCC)O (2-pentanol). Product: Cl.C(C1=CC=CC=C1)OC1=CC=C2C(=NC=NC2=C1)NC1=C(C=C(C(=C1)OC(=O)OC)C)F (7-benzyloxy-4-(2-fluoro-5-methoxycarbonyloxy-4-methylanilino)quinazoline hydrochloride). The yield is 94.9%. RXN SMILES: [F:1][C:2]1[CH:8]=[C:7]([CH3:9])[C:6]([O:10][C:11]([O:13][CH3:14])=[O:12])=[CH:5][C:3]=1[NH2:4].Cl.[CH2:16]([O:23][C:24]1[CH:33]=[C:32]2[C:27]([C:28]([Cl:34])=[N:29][CH:30]=[N:31]2)=[CH:26][CH:25]=1)[C:17]1[CH:22]=[CH:21][CH:20]=[CH:19][CH:18]=1>CC(O)CCC>[ClH:34].[CH2:16]([O:23][C:24]1[CH:33]=[C:32]2[C:27]([C:28]([NH:4][C:3]3[CH:5]=[C:6]([O:10][C:11]([O:13][CH3:14])=[O:12])[C:7]([CH3:9])=[CH:8][C:2]=3[F:1])=[N:29][CH:30]=[N:31]2)=[CH:26][CH:25]=1)[C:17]1[CH:18]=[CH:19][CH:20]=[CH:21][CH:22]=1 |f:1.2,4.5|. Procedure details: 2-Fluoro-5-methoxycarbonyloxy-4-methylaniline (883 mg, 4.4 mmol), (prepared as described for the starting material in Example 12), was added to a solution of 7-benzyloxy-4-chloroquinazoline hydrochloride(1 g, 3.7 mmol) in 2-pentanol (15 ml) at 120° C. and the mixture was then heated at reflux for 4 hours. The mixture was allowed to cool and the precipitate was collected by filtration, washed with isopropanol followed by ether and dried under vacuum to give 7-benzyloxy-4-(2-fluoro-5-methoxycarbon... Starting materials: C(#N)C1=C(SC(=C1C1=C(C=C(C=C1)Cl)Cl)C1=NN=CN1)C1=CC(=NC=C1)NC(C)=O (N-(4-(3-cyano-4-(2,4-dichlorophenyl)-5-(4H-1,2,4-triazol-3-yl)thiophen-2-yl)pyridin-2-yl)acetamide), BrN1C(CCC1=O)=O (N-Bromosuccinimide), C(Cl)(Cl)(Cl)Cl (Carbon tetrachloride), C(C)#N (Acetonitrile). Conditions: temperature 85 celsius. Product: BrC=1NC(=NN1)C1=C(C(=C(S1)C1=CC(=NC=C1)NC(C)=O)C#N)C1=C(C=C(C=C1)Cl)Cl (N-{4-[5-(5-bromo-4H-1,2,4-triazol-3-yl)-3-cyano-4-(2,4-dichlorophenyl)-2-thienyl]pyridin-2-yl}acetamide). Yield: 80.2%. As a reaction SMILES: [C:1]([C:3]1[C:7]([C:8]2[CH:13]=[CH:12][C:11]([Cl:14])=[CH:10][C:9]=2[Cl:15])=[C:6]([C:16]2[NH:20][CH:19]=[N:18][N:17]=2)[S:5][C:4]=1[C:21]1[CH:26]=[CH:25][N:24]=[C:23]([NH:27][C:28](=[O:30])[CH3:29])[CH:22]=1)#[N:2].[Br:31]N1C(=O)CCC1=O.C(Cl)(Cl)(Cl)Cl.C(#N)C>>[Br:31][C:19]1[NH:20][C:16]([C:6]2[S:5][C:4]([C:21]3[CH:26]=[CH:25][N:24]=[C:23]([NH:27][C:28](=[O:30])[CH3:29])[CH:22]=3)=[C:3]([C:1]#[N:2])[C:7]=2[C:8]2[CH:13]=[CH:12][C:11]([Cl:14])=[CH:10][C:9]=2[Cl:15])=[N:17][N:18]=1. Procedure: A suspension of N-(4-(3-cyano-4-(2,4-dichlorophenyl)-5-(4H-1,2,4-triazol-3-yl)thiophen-2-yl)pyridin-2-yl)acetamide (0.0700 g, 0.154 mmol) and N-Bromosuccinimide (33.1 mg, 0.186 mmol) in Carbon tetrachloride (2.5 mL, 26 mmol) was heated to 85° C. in a capped vial for 2.5 hours. To the suspension was added dry Acetonitrile (6.0 mL, 110 mmol) and the mixture was heated at 85° C. (turned into a clear solution) for additional 2 hours. The mixture was cooled to r.t., evaporated in rotavapor. The resid... Starting materials: COc1cc2c(cc1OCc1ccccc1)CCN(C(=O)NCCN(C(C)C)C(C)C)C2c1ccccc1, ClCCl, CCCCCC, CO. Product: COc1cc2c(cc1O)CCN(C(=O)NCCN(C(C)C)C(C)C)C2c1ccccc1. As a reaction SMILES: [CH2:1]([c:2]1[cH:3][cH:4][cH:5][cH:6][cH:7]1)[O:8][c:9]1[cH:10][c:11]2[c:16]([cH:17][c:18]1[O:19][CH3:20])[CH:15]([c:21]1[cH:22][cH:23][cH:24][cH:25][cH:26]1)[N:14]([C:27](=[O:28])[NH:29][CH2:30][CH2:31][N:32]([CH:33]([CH3:34])[CH3:35])[CH:36]([CH3:37])[CH3:38])[CH2:13][CH2:12]2.[CH2:39]([Cl:40])[Cl:41].[CH3:42][CH2:43][CH2:44][CH2:45][CH2:46][CH3:47].[CH3:48][OH:49]>>[OH:8][c:9]1[cH:10][c:11]2[c:16]([cH:17][c:18]1[O:19][CH3:20])[CH:15]([c:21]1[cH:22][cH:23][cH:24][cH:25][cH:26]1)[N:14]([C:27](=[O:28])[NH:29][CH2:30][CH2:31][N:32]([CH:33]([CH3:34])[CH3:35])[CH:36]([CH3:37])[CH3:38])[CH2:13][CH2:12]2. Reactants: COc1ccc(Br)cc1C(=O)Nc1ccc(Cl)cc1, [C-]#N, [C-]#N, CN(C)C=O, [Zn+2]. Product: COc1ccc(C#N)cc1C(=O)Nc1ccc(Cl)cc1. Reaction SMILES: [Br:1][c:2]1[cH:3][cH:4][c:5]([O:18][CH3:19])[c:6]([C:7](=[O:8])[NH:9][c:10]2[cH:11][cH:12][c:13]([Cl:16])[cH:14][cH:15]2)[cH:17]1.[C-:25]#[N:26].[C-:28]#[N:29].[CH3:20][N:21]([CH3:22])[CH:23]=[O:24].[Zn+2:27]>>[c:2]1([C:20]#[N:21])[cH:3][cH:4][c:5]([O:18][CH3:19])[c:6]([C:7](=[O:8])[NH:9][c:10]2[cH:11][cH:12][c:13]([Cl:16])[cH:14][cH:15]2)[cH:17]1. Reaction SMILES: [CH3:1][O:2][C:3](=[O:4])[c:5]1[n:6][cH:7][c:8]([C:11](=[O:12])[NH:13][CH2:14][CH:15]2[CH2:16][CH2:17][N:18]([c:21]3[n:22][cH:23][cH:24][c:25]([C:27]([F:28])([F:29])[F:30])[n:26]3)[CH2:19][CH2:20]2)[cH:9][cH:10]1.[CH3:39][OH:40].[Li+:32].[O:34]1[CH2:35][CH2:36][CH2:37][CH2:38]1.[OH-:33].[OH2:31]>>[O:2]=[C:3]([OH:4])[c:5]1[n:6][cH:7][c:8]([C:11](=[O:12])[NH:13][CH2:14][CH:15]2[CH2:16][CH2:17][N:18]([c:21]3[n:22][cH:23][cH:24][c:25]([C:27]([F:28])([F:29])[F:30])[n:26]3)[CH2:19][CH2:20]2)[cH:9][cH:10]1. Yields the product O=C(NCC1CCN(c2nccc(C(F)(F)F)n2)CC1)c1ccc(C(=O)O)nc1. The reactants are COC(=O)c1ccc(C(=O)NCC2CCN(c3nccc(C(F)(F)F)n3)CC2)cn1, CO, [Li+], C1CCOC1, [OH-], O.